Dataset: the Open Reaction Database (ORD), a public repository of structured organic reaction records. Task: describe an organic reaction: reactants, conditions, products, and yield Reactants: CN(C)C=NS(=O)(=O)C1=C(C=C(C=C1)[N+](=O)[O-])OC (N-dimethylaminomethylene-2-methoxy-4-nitro-benzenesulfonamide), solution, B(Br)(Br)Br (boron tribromide), solution, B(Br)(Br)Br (boron tribromide), CO (MeOH), C(C)(C)OC(C)C (diisopropyl ether). The solvent is C(Cl)Cl (DCM), C(Cl)Cl (DCM), C(Cl)Cl (DCM). Conditions: time 5 hour. Product: CN(C)C=NS(=O)(=O)C1=C(C=C(C=C1)[N+](=O)[O-])O (N-Dimethylaminomethylene-2-hydroxy-4-nitro-benzenesulfonamide). Reaction SMILES: [CH3:1][N:2]([CH:4]=[N:5][S:6]([C:9]1[CH:14]=[CH:13][C:12]([N+:15]([O-:17])=[O:16])=[CH:11][C:10]=1[O:18]C)(=[O:8])=[O:7])[CH3:3].B(Br)(Br)Br.CO.C(OC(C)C)(C)C>C(Cl)Cl>[CH3:3][N:2]([CH:4]=[N:5][S:6]([C:9]1[CH:14]=[CH:13][C:12]([N+:15]([O-:17])=[O:16])=[CH:11][C:10]=1[OH:18])(=[O:7])=[O:8])[CH3:1]. Reported procedure: A solution of 2.82 g (9.8 mmol) of N-dimethylaminomethylene-2-methoxy-4-nitro-benzenesulfonamide in 70 ml of DCM is mixed slowly at room temperature with 13 ml of a 1 molar solution of boron tribromide in DCM. After 5 hours, 3 ml of the 1 molar solution of boron tribromide in DCM is added again, and it is stirred for another 16 hours. The batch is mixed with MeOH and diisopropyl ether. The precipitate that is formed is suctioned off, washed with EtOH and diisopropyl ether and dried. 1.94 g (7.1 ... Starting materials: C(C1=CC=CC=C1)OC1=C2CCCC(C2=CC=C1)C(=O)O (5-benzyloxy-1,2,3,4-tetrahydronaphthalene-1-carboxylic acid), C(C)C1=CC=C(C=C1)NCC1=CC=C(C=C1)N1CCOCC1 ((4-ethylphenyl)[(4-morpholinophenyl)methyl]amine). Product: C(C1=CC=CC=C1)OC1=C2CCCC(C2=CC=C1)C(=O)N(CC1=CC=C(C=C1)N1CCOCC1)C1=CC=C(C=C1)CC (5-benzyloxy-N-(4-ethylphenyl)-N-[(4-morpholinophenyl)methyl]-1,2,3,4-tetrahydronaphthalene-1-carboxamide). Yield: 70.8%. RXN SMILES: [CH2:1]([O:8][C:9]1[CH:18]=[CH:17][CH:16]=[C:15]2[C:10]=1[CH2:11][CH2:12][CH2:13][CH:14]2[C:19](O)=[O:20])[C:2]1[CH:7]=[CH:6][CH:5]=[CH:4][CH:3]=1.[CH2:22]([C:24]1[CH:29]=[CH:28][C:27]([NH:30][CH2:31][C:32]2[CH:37]=[CH:36][C:35]([N:38]3[CH2:43][CH2:42][O:41][CH2:40][CH2:39]3)=[CH:34][CH:33]=2)=[CH:26][CH:25]=1)[CH3:23]>>[CH2:1]([O:8][C:9]1[CH:18]=[CH:17][CH:16]=[C:15]2[C:10]=1[CH2:11][CH2:12][CH2:13][CH:14]2[C:19]([N:30]([C:27]1[CH:28]=[CH:29][C:24]([CH2:22][CH3:23])=[CH:25][CH:26]=1)[CH2:31][C:32]1[CH:37]=[CH:36][C:35]([N:38]2[CH2:39][CH2:40][O:41][CH2:42][CH2:43]2)=[CH:34][CH:33]=1)=[O:20])[C:2]1[CH:3]=[CH:4][CH:5]=[CH:6][CH:7]=1. Procedure: By the reaction and treatment in the same manner as in Example 12 using 5-benzyloxy-1,2,3,4-tetrahydronaphthalene-1-carboxylic acid (0.63 g) and (4-ethylphenyl)[(4-morpholinophenyl)methyl]amine (0.56 g) as starting materials, 5-benzyloxy-N-(4-ethylphenyl)-N-[(4-morpholinophenyl)methyl]-1,2,3,4-tetrahydronaphthalene-1-carboxamide (0.75 g) was obtained. By the reaction and treatment in the same manner as in Example 17 using this compound, N-(4-ethylphenyl)-5-hydroxy-N-[(4-morpholinophenyl)methyl]-... Starting materials: O.O.Cl[Sn]Cl (SnCl2.2H2O), N1(C=NC=C1)C1=NNC2=NC=C(C=C21)[N+](=O)[O-] (3-(1H-imidazol-1-yl)-5-nitro-1H-pyrazolo[3,4-b]pyridine), C([O-])(O)=O.[Na+] (sodium bicarbonate). The solvent is C(C)(=O)OCC (ethyl acetate), C(C)(=O)OCC (ethyl acetate). Run at time 30 minute. The product is N1(C=NC=C1)C1=NNC2=NC=C(C=C21)N (3-(1H-imidazol-1-yl)-1H-pyrazolo[3,4-b]pyridin-5-amine). Yield: 49.3%. As a reaction SMILES: O.O.Cl[Sn]Cl.[N:6]1([C:11]2[C:19]3[C:14](=[N:15][CH:16]=[C:17]([N+:20]([O-])=O)[CH:18]=3)[NH:13][N:12]=2)[CH:10]=[CH:9][N:8]=[CH:7]1.C(=O)(O)[O-].[Na+]>C(OCC)(=O)C>[N:6]1([C:11]2[C:19]3[C:14](=[N:15][CH:16]=[C:17]([NH2:20])[CH:18]=3)[NH:13][N:12]=2)[CH:10]=[CH:9][N:8]=[CH:7]1 |f:0.1.2,4.5|. Reported procedure: SnCl2.2H2O (1.03 g, 4.56 mmol) was added to 3-(1H-imidazol-1-yl)-5-nitro-1H-pyrazolo[3,4-b]pyridine (210 mg, 0.912 mmol) in ethyl acetate (100 mL). The mixture was heated to reflux for 1 hour. The cooled reaction mixture was diluted with ethyl acetate and treated dropwise with saturated aqueous sodium bicarbonate. The slurry was stirred for 30 minutes and then filtered through celite. The filtrate was washed with saturated aqueous sodium bicarbonate, brine, dried over magnesium sulfate, filtered... Starting materials: NC1=NNC=2C(N(CCC21)C2=CC=C(C=C2)OC)=O (3-amino-5,6-dihydro-6-N-(4-methoxyphenyl)-1H-pyrazolo[3,4-c]pyridin-7(4H)-one), C([O-])([O-])=O.[K+].[K+] (potassium carbonate), COC1=C(CN2CCN(CC2)C(CCCl)=O)C=CC(=C1OC)OC (1-{4-(2,3,4-trimethoxybenzyl)piperazin-1-yl}-3-chloropropan-1-one). Product: NC1=NN(C=2C(N(CCC21)C2=CC=C(C=C2)OC)=O)C(CCN2CCN(CC2)CC2=C(C(=C(C=C2)OC)OC)OC)=O (3-amino-1-[{4-(2,3,4-trimethoxybenzyl)piperazin-1-yl}propanoyl]-6-N-(p-methoxyphenyl)-4,5,6,7-tetrahydro-1H-pyrazolo[3,4-c]pyridin-7-one). Reaction SMILES: [NH2:1][C:2]1[C:10]2[CH2:9][CH2:8][N:7]([C:11]3[CH:16]=[CH:15][C:14]([O:17][CH3:18])=[CH:13][CH:12]=3)[C:6](=[O:19])[C:5]=2[NH:4][N:3]=1.[C:20](=[O:23])([O-])[O-].[K+].[K+].[CH3:26][O:27][C:28]1[C:45]([O:46][CH3:47])=[C:44]([O:48][CH3:49])[CH:43]=[CH:42][C:29]=1[CH2:30][N:31]1[CH2:36][CH2:35][N:34]([C:37](=O)[CH2:38]CCl)[CH2:33][CH2:32]1>>[NH2:1][C:2]1[C:10]2[CH2:9][CH2:8][N:7]([C:11]3[CH:16]=[CH:15][C:14]([O:17][CH3:18])=[CH:13][CH:12]=3)[C:6](=[O:19])[C:5]=2[N:4]([C:20](=[O:23])[CH2:38][CH2:37][N:34]2[CH2:35][CH2:36][N:31]([CH2:30][C:29]3[CH:42]=[CH:43][C:44]([O:48][CH3:49])=[C:45]([O:46][CH3:47])[C:28]=3[O:27][CH3:26])[CH2:32][CH2:33]2)[N:3]=1 |f:1.2.3|. Procedure: A target compound (136.1 mg, 0.235 mmol, 46.8%) was yielded as white solid in the same manner as Example 1 by reacting 3-amino-5,6-dihydro-6-N-(4-methoxyphenyl)-1H-pyrazolo[3,4-c]pyridin-7(4H)-one (129.8 mg, 0.502 mmol) with potassium carbonate (104.0 mg, 0.753 mmol) and 1-{4-(2,3,4-trimethoxybenzyl)piperazin-1-yl}-3-chloropropan-1-one (196.9 mg, 0.552 mmol). Starting materials: O=C1N(CN(C12CCN(CC2)CCCN2C(NC1=C2C=CC=C1)=O)C1=CC=CC=C1)C(CCCC(=O)OC)C1=CC=CC=C1 (methyl 5-(4-oxo-8-(3-(2-oxo-2,3-dihydro-1H-benzo[d]imidazol-1-yl)propyl)-1-phenyl-1,3,8-triazaspiro[4.5]decan-3-yl)-5-phenylpentanoate), O.[OH-].[Li+] (lithium hydroxide monohydrate). Solvent: CO (methanol), O (water). Run at time 24 hour. The product is O=C1N(CN(C12CCN(CC2)CCCN2C(NC1=C2C=CC=C1)=O)C1=CC=CC=C1)C(CCCC(=O)O)C1=CC=CC=C1 (5-(4-Oxo-8-(3-(2-oxo-2,3-dihydro-1H-benzo[d]imidazol-1-yl)propyl)-1-phenyl-1,3,8-triazaspiro[4.5]decan-3-yl)-5-phenylpentanoic acid), acetate salt. Yield: 56.0%. As a reaction SMILES: [O:1]=[C:2]1[C:6]2([CH2:11][CH2:10][N:9]([CH2:12][CH2:13][CH2:14][N:15]3[C:19]4[CH:20]=[CH:21][CH:22]=[CH:23][C:18]=4[NH:17][C:16]3=[O:24])[CH2:8][CH2:7]2)[N:5]([C:25]2[CH:30]=[CH:29][CH:28]=[CH:27][CH:26]=2)[CH2:4][N:3]1[CH:31]([C:39]1[CH:44]=[CH:43][CH:42]=[CH:41][CH:40]=1)[CH2:32][CH2:33][CH2:34][C:35]([O:37]C)=[O:36].O.[OH-].[Li+]>CO.O>[O:1]=[C:2]1[C:6]2([CH2:7][CH2:8][N:9]([CH2:12][CH2:13][CH2:14][N:15]3[C:19]4[CH:20]=[CH:21][CH:22]=[CH:23][C:18]=4[NH:17][C:16]3=[O:24])[CH2:10][CH2:11]2)[N:5]([C:25]2[CH:26]=[CH:27][CH:28]=[CH:29][CH:30]=2)[CH2:4][N:3]1[CH:31]([C:39]1[CH:40]=[CH:41][CH:42]=[CH:43][CH:44]=1)[CH2:32][CH2:33][CH2:34][C:35]([OH:37])=[O:36] |f:1.2.3|. Reported procedure: To a solution of methyl 5-(4-oxo-8-(3-(2-oxo-2,3-dihydro-1H-benzo[d]imidazol-1-yl)propyl)-1-phenyl-1,3,8-triazaspiro[4.5]decan-3-yl)-5-phenylpentanoate (0.13 g, 0.22 mmol) in methanol (3 mL) was added lithium hydroxide monohydrate (0.018 g, 0.44 mmol) in water (1 mL). After stirring at room temperature for 24 h, the reaction mixture was concentrated in vacuo and isolated by reverse phase HPLC to obtain the title compound as an acetate salt (0.075 g, 56%); 1H NMR (DMSO-d6): δ 1.41-1.58 (m, 4H), 1... Run in O (water). Yields the product Cl.NC1C2=C(OCC3=C1C=CC=C3)C=CC(=C2)C(=O)O (6,11-Dihydro-11-aminodibenz[b,e]oxepin-2-carboxylic Acid Hydrochloride). Starting materials: C(=O)NC1C2=C(OCC3=C1C=CC=C3)C=CC(=C2)C(=O)OC (methyl 6,11-dihydro-11-formamidodibenz[b,e]oxepin-2-carboxylate), sulfonic acid, O1CCOCC1 (dioxane), Cl (hydrochloric acid). Reaction SMILES: C([NH:3][CH:4]1[C:10]2[CH:11]=[CH:12][CH:13]=[CH:14][C:9]=2[CH2:8][O:7][C:6]2[CH:15]=[CH:16][C:17]([C:19]([O:21]C)=[O:20])=[CH:18][C:5]1=2)=O.O1CCOCC1.[ClH:29]>O>[ClH:29].[NH2:3][CH:4]1[C:10]2[CH:11]=[CH:12][CH:13]=[CH:14][C:9]=2[CH2:8][O:7][C:6]2[CH:15]=[CH:16][C:17]([C:19]([OH:21])=[O:20])=[CH:18][C:5]1=2 |f:4.5|. Procedure: Heat together 340 mg. of methyl 6,11-dihydro-11-formamidodibenz[b,e]oxepin-2-carboxylate, 10 ml. of dioxane and 10 ml. of concentrated hydrochloric acid at 100° C. for 5 hours. Strip to dryness and dissolve the residue in water and pass through a Bio-Red AG-50W-X8 resin (sulfonic acid type). Collect the acid by elution with 10% ammonium hydroxide solution. Evaporate to dryness, dissolve the residue in tetrahydrofuran and acidify with aqueous hydrochloric acid. Strip to dryness and recrystallize ... Starting materials: [BH-](OC(=O)C)(OC(=O)C)OC(=O)C.[Na+] (NaBH(OAc)3), COC=1C=CC2=C(N(C(N=N2)=O)CC=O)C1 ([6-(methyloxy)-3-oxo-1,2,4-benzotriazin-4(3H)-yl]acetaldehyde), methyl hemiacetal, N1CCC(CC1)NC(OC(C)(C)C)=O (1,1-dimethylethyl 4-piperidinylcarbamate), C(=O)(O)[O-].[Na+] (NaHCO3). Solvent: C(Cl)(Cl)Cl (chloroform), CO (MeOH). Product: COC=1C=CC2=C(N(C(N=N2)=O)CCN2CCC(CC2)NC(OC(C)(C)C)=O)C1 (1,1-Dimethylethyl (1-{2-[6-(methyloxy)-3-oxo-1,2,4-benzotriazin-4(3H)-yl]ethyl}-4-piperidinyl)carbamate). The yield is 34.0%. Reaction SMILES: [CH3:1][O:2][C:3]1[CH:4]=[CH:5][C:6]2[N:11]=[N:10][C:9](=[O:12])[N:8]([CH2:13][CH:14]=O)[C:7]=2[CH:16]=1.[NH:17]1[CH2:22][CH2:21][CH:20]([NH:23][C:24](=[O:30])[O:25][C:26]([CH3:29])([CH3:28])[CH3:27])[CH2:19][CH2:18]1.[BH-](OC(C)=O)(OC(C)=O)OC(C)=O.[Na+].C([O-])(O)=O.[Na+]>C(Cl)(Cl)Cl.CO>[CH3:1][O:2][C:3]1[CH:4]=[CH:5][C:6]2[N:11]=[N:10][C:9](=[O:12])[N:8]([CH2:13][CH2:14][N:17]3[CH2:18][CH2:19][CH:20]([NH:23][C:24](=[O:30])[O:25][C:26]([CH3:28])([CH3:27])[CH3:29])[CH2:21][CH2:22]3)[C:7]=2[CH:16]=1 |f:2.3,4.5|. Reported procedure: A mixture of [6-(methyloxy)-3-oxo-1,2,4-benzotriazin-4(3H)-yl]acetaldehyde (as the methyl hemiacetal) (89 mg, 0.346 mmol) and 1,1-dimethylethyl 4-piperidinylcarbamate (69 mg, 0.346 mmol) in chloroform (5 ml) and MeOH (0.5 ml) was stirred for 2 h before addition of NaBH(OAc)3 (220 mg, 1.038 mmol). The reaction was stirred for 0.5 h before addition of sat. aq NaHCO3 (20 ml). The reaction was then extracted with 20% MeOH in DCM (3×100 ml). The combined organic phases were dried, evaporated and the ... Reactants: CN(C1=C2C=CC=C(C2=CC=C1)S(=O)(=O)Cl)C (5-dimethylamino-1-naphthalenesulphonyl chloride), [H-].[Na+] (Sodium hydride), NC=1C(=NC(=NC1)Cl)OC (5-amino-2-chloro-4-methoxypyrimidine), [H][H] (hydrogen). Solvent: COCCOC (1,2-dimethoxyethane). Reaction conditions: time 2 hour. The product is CN(C1=C2C=CC=C(C2=CC=C1)S(=O)(=O)NC=1C(=NC(=NC1)Cl)OC)C (5-dimethylamino-N-(2-chloro-4-methoxy-5-pyrimidinyl)-1-naphthalenesulphonamide). Isolated yield 17.1%. Reaction SMILES: [H-].[Na+].[NH2:3][C:4]1[C:5]([O:11][CH3:12])=[N:6][C:7]([Cl:10])=[N:8][CH:9]=1.[H][H].[CH3:15][N:16]([CH3:31])[C:17]1[CH:26]=[CH:25][CH:24]=[C:23]2[C:18]=1[CH:19]=[CH:20][CH:21]=[C:22]2[S:27](Cl)(=[O:29])=[O:28]>COCCOC>[CH3:15][N:16]([CH3:31])[C:17]1[CH:26]=[CH:25][CH:24]=[C:23]2[C:18]=1[CH:19]=[CH:20][CH:21]=[C:22]2[S:27]([NH:3][C:4]1[C:5]([O:11][CH3:12])=[N:6][C:7]([Cl:10])=[N:8][CH:9]=1)(=[O:29])=[O:28] |f:0.1|. Reported procedure: Sodium hydride (60% dispersion in oil; 0.1 g) was added to a solution of 5-amino-2-chloro-4-methoxypyrimidine (0.159 g) in 1,2-dimethoxyethane (10 ml). When evolution of hydrogen had ceased, 5-dimethylamino-1-naphthalenesulphonyl chloride (0.336 g) was added and the solution was stirred for 2 hours. Volatile material was then removed by evaporation. The residue was purified by elution with ethyl acetate/hexane/acetic acid (0-20% ethyl acetate, 0.1% acetic acid) through a silica gel Mega Bond Elu...